Dataset: the Open Reaction Database (ORD), a public repository of structured organic reaction records. Task: describe an organic reaction: reactants, conditions, products, and yield Starting materials: NC(C#N)C1(CC1)C(=O)OCC (1-(1-amino-1-cyanomethyl)-1-ethoxycarbonylcyclopropane), N (ammonia), [H][H] (hydrogen). The reagents and catalysts are [Ni] (Raney nickel). Product: NC1CNC(C12CC2)=O (7-Amino-4-oxo-5-azaspiro[2.4]heptane). Yield: 92.3%. Reaction SMILES: [NH2:1][CH:2]([C:5]1([C:8]([O:10]CC)=O)[CH2:7][CH2:6]1)[C:3]#[N:4].N.[H][H]>[Ni]>[NH2:1][CH:2]1[C:5]2([CH2:7][CH2:6]2)[C:8](=[O:10])[NH:4][CH2:3]1. Procedure: An autoclave was charged with 1.0 g of 1-(1-amino-1-cyanomethyl)-1-ethoxycarbonylcyclopropane, 0.4 ml of Raney nickel and 4.0 ml of ammonia-saturated ethanol, and the contents were stirred at 80° C. for 4 hours in an atmosphere of hydrogen under a pressure of 20 kg/cm2. After completion of the reaction, the catalyst was removed by filtration and the resulting filtrate was concentrated under a reduced pressure to obtain 692 mg (92%) of the title compound in the form of colorless crystals. The thu... The reactants are BrB(Br)Br, CCCCCc1c(-c2ccc3cc(OC)ccc3c2)[nH]c2ccccc12, ClCCl. Product: CCCCCc1c(-c2ccc3cc(O)ccc3c2)[nH]c2ccccc12. Reaction SMILES: [B:27]([Br:28])([Br:29])[Br:30].[CH3:1][O:2][c:3]1[cH:4][c:5]2[cH:6][cH:7][c:8](-[c:13]3[nH:14][c:15]4[cH:16][cH:17][cH:18][cH:19][c:20]4[c:21]3[CH2:22][CH2:23][CH2:24][CH2:25][CH3:26])[cH:9][c:10]2[cH:11][cH:12]1.[Cl:31][CH2:32][Cl:33]>>[OH:2][c:3]1[cH:4][c:5]2[cH:6][cH:7][c:8](-[c:13]3[nH:14][c:15]4[cH:16][cH:17][cH:18][cH:19][c:20]4[c:21]3[CH2:22][CH2:23][CH2:24][CH2:25][CH3:26])[cH:9][c:10]2[cH:11][cH:12]1. Starting materials: CC=1C(=CNC1C1=CC=CC=C1)C=O (4-methyl-5-phenyl-1H-pyrrole-3-carbaldehyde), S1C=C(C=C1)S(=O)(=O)Cl ((3-thienyl)sulfonyl chloride), [H-].[Na+] (sodium hydride), C1COCCOCCOCCOCCO1 (15-crown-5). Yields the product CC=1C(=CN(C1C1=CC=CC=C1)S(=O)(=O)C1=CSC=C1)C=O (4-Methyl-5-phenyl-1-(3-thienylsulfonyl)-1H-pyrrole-3-carbaldehyde). Isolated yield 87.6%. As a reaction SMILES: [CH3:1][C:2]1[C:3]([CH:13]=[O:14])=[CH:4][NH:5][C:6]=1[C:7]1[CH:12]=[CH:11][CH:10]=[CH:9][CH:8]=1.[H-].[Na+].C1OCCOCCOCCOCCOC1.[S:32]1[CH:36]=[CH:35][C:34]([S:37](Cl)(=[O:39])=[O:38])=[CH:33]1>>[CH3:1][C:2]1[C:3]([CH:13]=[O:14])=[CH:4][N:5]([S:37]([C:34]2[CH:35]=[CH:36][S:32][CH:33]=2)(=[O:39])=[O:38])[C:6]=1[C:7]1[CH:12]=[CH:11][CH:10]=[CH:9][CH:8]=1 |f:1.2|. Procedure details: Using 4-methyl-5-phenyl-1H-pyrrole-3-carbaldehyde (185 mg), sodium hydride (60% in oil, 60 mg), 15-crown-5 (0.30 mL) and (3-thienyl)sulfonyl chloride (237 mg), a procedure as in Reference Example 219 was performed to give the title compound as a solid (yield 290 mg, 88%). The reactants are CC(N1CCC(CCOS(C)(=O)=O)(c2ccc(F)cc2)OC1=O)C(C)(C)C, [N-]=[N+]=[N-], [Na+], CN(C)C=O. Product: CC(N1CCC(CCN=[N+]=[N-])(c2ccc(F)cc2)OC1=O)C(C)(C)C. Reaction SMILES: [CH3:1][S:2]([O:3][CH2:6][CH2:7][C:8]1([c:21]2[cH:22][cH:23][c:24]([F:27])[cH:25][cH:26]2)[CH2:9][CH2:10][N:11]([CH:15]([CH3:16])[C:17]([CH3:18])([CH3:19])[CH3:20])[C:12](=[O:14])[O:13]1)(=[O:4])=[O:5].[N-:28]=[N+:29]=[N-:30].[Na+:31].[O:32]=[CH:33][N:34]([CH3:35])[CH3:36]>>[CH2:6]([CH2:7][C:8]1([c:21]2[cH:22][cH:23][c:24]([F:27])[cH:25][cH:26]2)[CH2:9][CH2:10][N:11]([CH:15]([CH3:16])[C:17]([CH3:18])([CH3:19])[CH3:20])[C:12](=[O:14])[O:13]1)[N:28]=[N+:29]=[N-:30]. Reactants: C(C1=CC=CC=C1)C=1C(OC(=CC1C)C)=O (3-benzyl-4,6-dimethyl-2-pyrone), NC1=NC=CC=C1 (2-aminopyridine), Cl.NO (hydroxylamine-hydrochloride). Product: ON1C(C(=C(C=C1C)C)CC1=CC=CC=C1)=O (1-hydroxy-3-benzyl-4,6-dimethyl-2-pyridone). Isolated yield 30.4%. RXN SMILES: [CH2:1]([C:8]1[C:9](=O)[O:10][C:11]([CH3:15])=[CH:12][C:13]=1[CH3:14])[C:2]1[CH:7]=[CH:6][CH:5]=[CH:4][CH:3]=1.NC1C=CC=CN=1.Cl.[NH2:25][OH:26]>>[OH:26][N:25]1[C:11]([CH3:15])=[CH:12][C:13]([CH3:14])=[C:8]([CH2:1][C:2]2[CH:7]=[CH:6][CH:5]=[CH:4][CH:3]=2)[C:9]1=[O:10] |f:2.3|. Reported procedure: 2 g of 3-benzyl-4,6-dimethyl-2-pyrone, 6 g of 2-aminopyridine and 1 g of hydroxylamine-hydrochloride were heated for 8 hours to 70° C. After working up as described in Example 1, 0.65 g (30%) of 1-hydroxy-3-benzyl-4,6-dimethyl-2-pyridone were obtained; melting point 148° C (Calc.: 6.1 % N, found 6.1 % N).